From a dataset of the Open Reaction Database (ORD), a public repository of structured organic reaction records. describe an organic reaction: reactants, conditions, products, and yield Starting materials: CN(C=1C=CC(=C(C1)N(C(CCCC)=O)CC1=CC=C(C=C1)C=1C(=CC=CC1)C(=O)OC(C)(C)C)[N+](=O)[O-])C (tert.butyl 4'-[N-(5-dimethylamino-2-nitrophenyl)-pentanoylaminomethyl]biphenyl-2-carboxylate). The solvent is CCCCCC.C(C)(=O)OCC (hexane ethyl acetate). The product is C(C1=CC=CC=C1)NC=1C=CC(=C(C1)N(C(CCCC)=O)CC1=CC=C(C=C1)C=1C(=CC=CC1)C(=O)OC(C)(C)C)[N+](=O)[O-] (Tert.butyl 4'[N-(5-benzylamino-2-nitrophenyl)-pentanoylaminomethyl]biphenyl-2-carboxylate). Reaction SMILES: [CH3:1][N:2](C)[C:3]1[CH:4]=[CH:5][C:6]([N+:36]([O-:38])=[O:37])=[C:7]([N:9]([CH2:16][C:17]2[CH:22]=[CH:21][C:20]([C:23]3[C:24]([C:29]([O:31][C:32]([CH3:35])([CH3:34])[CH3:33])=[O:30])=[CH:25][CH:26]=[CH:27][CH:28]=3)=[CH:19][CH:18]=2)[C:10](=[O:15])[CH2:11][CH2:12][CH2:13][CH3:14])[CH:8]=1>CCCCCC.C(OCC)(=O)C>[CH2:1]([NH:2][C:3]1[CH:4]=[CH:5][C:6]([N+:36]([O-:38])=[O:37])=[C:7]([N:9]([CH2:16][C:17]2[CH:18]=[CH:19][C:20]([C:23]3[C:24]([C:29]([O:31][C:32]([CH3:35])([CH3:33])[CH3:34])=[O:30])=[CH:25][CH:26]=[CH:27][CH:28]=3)=[CH:21][CH:22]=2)[C:10](=[O:15])[CH2:11][CH2:12][CH2:13][CH3:14])[CH:8]=1)[C:3]1[CH:4]=[CH:5][CH:6]=[CH:7][CH:8]=1 |f:1.2|. Reported procedure: tert.butyl 4'-[N-(5-dimethylamino-2-nitrophenyl)-pentanoylaminomethyl]biphenyl-2-carboxylate oil, Rf value: 0.35 (Silica gel: hexane/ethyl acetate=4:1). Product: COc1ccc(C(=O)C(=NO)C(C)=O)cc1OC. As a reaction SMILES: [CH3:17][C:18](=[O:19])[OH:20].[CH3:1][O:2][c:3]1[cH:4][c:5]([C:11]([CH2:12][C:13]([CH3:14])=[O:15])=[O:16])[cH:6][cH:7][c:8]1[O:9][CH3:10].[N:21](=[O:22])[O-:23].[Na+:24].[OH2:25]>>[CH3:1][O:2][c:3]1[cH:4][c:5]([C:11]([C:12]([C:13]([CH3:14])=[O:15])=[N:21][OH:22])=[O:16])[cH:6][cH:7][c:8]1[O:9][CH3:10]. Reactants: CC(=O)O, COc1ccc(C(=O)CC(C)=O)cc1OC, O=N[O-], [Na+], O. Starting materials: Cl.Cl.N1C=NC=2CNCCC21 (4,5,6,7-tetrahydro-1H-imidazo[4,5-c]pyridine dihydrochloride), Heterocycles, ClC1=NC=CC=C1[N+](=O)[O-] (2-chloro-3-nitropyridine), C(=O)([O-])[O-].[K+].[K+] (K2CO3). Run in CN(C)C=O (DMF). Yields the product [N+](=O)([O-])C=1C(=NC=CC1)N1CC2=C(CC1)NC=N2 (5-(3-nitro-pyridin-2-yl)-4,5,6,7-tetrahydro-1H-imidazo[4,5-c]pyridine). RXN SMILES: Cl.Cl.[NH:3]1[C:11]2[CH2:10][CH2:9][NH:8][CH2:7][C:6]=2[N:5]=[CH:4]1.Cl[C:13]1[C:18]([N+:19]([O-:21])=[O:20])=[CH:17][CH:16]=[CH:15][N:14]=1.C([O-])([O-])=O.[K+].[K+]>CN(C=O)C>[N+:19]([C:18]1[C:13]([N:8]2[CH2:9][CH2:10][C:11]3[NH:3][CH:4]=[N:5][C:6]=3[CH2:7]2)=[N:14][CH:15]=[CH:16][CH:17]=1)([O-:21])=[O:20] |f:0.1.2,4.5.6|. Procedure: A mixture of 4,5,6,7-tetrahydro-1H-imidazo[4,5-c]pyridine dihydrochloride (2.0 g, 12.5 mmol; prepared essentially as described by Habermehl, E., Heterocycles 5:127,133 (1976)), 2-chloro-3-nitropyridine (1.7 g, 11.25 mmol) and K2CO3 (5.2 g, 37.5 mmol) in 25 mL of DMF is heated at 50° C. for 4 hours and then allowed to cool to room temperature. The mixture is then partitioned between ethyl acetate and water and the layers are separated. The aqueous layer is then further extracted with ethyl acetat... Yields the product CCC1SCC(C(=O)O)N1C(=O)C(C)CS. Starting materials: CCC1SCC(C(=O)O)N1C(=O)C(C)CSC(C)=O, Cl, N, O. As a reaction SMILES: [C:1](=[O:2])([CH3:3])[S:4][CH2:5][CH:6]([C:7](=[O:8])[N:9]1[CH:10]([CH2:17][CH3:18])[S:11][CH2:12][CH:13]1[C:14](=[O:15])[OH:16])[CH3:19].[ClH:20].[NH3:22].[OH2:21]>>[SH:4][CH2:5][CH:6]([C:7](=[O:8])[N:9]1[CH:10]([CH2:17][CH3:18])[S:11][CH2:12][CH:13]1[C:14](=[O:15])[OH:16])[CH3:19]. RXN SMILES: C(#N)C.[NH2:4][C:5]1[CH:10]=[CH:9][C:8]([CH3:11])=[CH:7][CH:6]=1.N1C=CC=CC=1.[C:18]1([S:24](Cl)(=[O:26])=[O:25])[CH:23]=[CH:22][CH:21]=[CH:20][CH:19]=1>O>[C:18]1([S:24]([NH:4][C:5]2[CH:10]=[CH:9][C:8]([CH3:11])=[CH:7][CH:6]=2)(=[O:26])=[O:25])[CH:23]=[CH:22][CH:21]=[CH:20][CH:19]=1. Run in O (water). Starting materials: C(C)#N (acetonitrile), NC1=CC=C(C=C1)C (p-toluidine), N1=CC=CC=C1 (pyridine), C1(=CC=CC=C1)S(=O)(=O)Cl (benzenesulfonyl chloride). Yield: 100.0%. Yields the product C1(=CC=CC=C1)S(=O)(=O)NC1=CC=C(C=C1)C (N-Benzenesulfonyl-p-toluidine). Reported procedure: 200 ml of an acetonitrile solution containing 32.1 g (0.3 mol) of p-toluidine and 26 ml (0.32 mol) of pyridine was stirred while maintaining it at a temperature of less than 25° C., and 54.7 g (0.31 mol) of benzenesulfonyl chloride was added dropwise thereto. After the addition was completed, the mixture was further stirred for 1 hour and then the reaction solution was added to 1 liter of water. The precipitate formed was extracted with ethyl acetate and then the extract was separated. The ethyl... Starting materials: C(C1=CC=CC=C1)OC(=O)NC=1C(N(C(=C(C1)C1=CC=CC=C1)C)CC(=O)NC(C(C(F)(F)F)O[Si](C)(C)C(C)(C)C)C(C)C)=O (2-(3-benzyloxycarbonylamino-6-methyl-2-oxo-5-phenyl-1,2-dihydro-1-pyridyl)-N-(2-tert-butyldimethylsilyloxy-3,3,3-trifluoro-1-isopropylpropyl)acetamide), C(C1=CC=CC=C1)OC(=O)NC=1C(N(C(=C(C1)C1=CC=CC=C1)C)CC(=O)NC(C(C(F)(F)F)O)C(C)C)=O (2-(3-benzyloxycarbonylamino-6-methyl-2-oxo-5-phenyl-1,2-dihydro-1-pyridyl)-N-(3,3,3-trifluoro-2-hydroxy-1-isopropylpropyl)acetamide), C(Cl)(Cl)Cl.CO (chloroform methanol). Solvent: C(Cl)(Cl)Cl.C(C)(=O)OCC (chloroform ethyl acetate). Product: C(C1=CC=CC=C1)OC(=O)NC=1C(N(C(=C(C1)C1=CC=CC=C1)C)CC(=O)NC(C(C(F)(F)F)=O)C(C)C)=O (2-(3-Benzyloxycarbonylamino-6-methyl-2-oxo-5-phenyl-1,2-dihydro-1-pyridyl)-N-(3,3,3-trifluoro-1-isopropyl-2-oxopropyl)acetamide). Reaction SMILES: [CH2:1]([O:8][C:9]([NH:11][C:12]1[C:13](=[O:46])[N:14]([CH2:25][C:26]([NH:28][CH:29]([CH:43]([CH3:45])[CH3:44])[CH:30]([O:35][Si](C(C)(C)C)(C)C)[C:31]([F:34])([F:33])[F:32])=[O:27])[C:15]([CH3:24])=[C:16]([C:18]2[CH:23]=[CH:22][CH:21]=[CH:20][CH:19]=2)[CH:17]=1)=[O:10])[C:2]1[CH:7]=[CH:6][CH:5]=[CH:4][CH:3]=1.C(OC(NC1C(=O)N(CC(NC(C(C)C)C(O)C(F)(F)F)=O)C(C)=C(C2C=CC=CC=2)C=1)=O)C1C=CC=CC=1.C(Cl)(Cl)Cl.CO>C(Cl)(Cl)Cl.C(OCC)(=O)C>[CH2:1]([O:8][C:9]([NH:11][C:12]1[C:13](=[O:46])[N:14]([CH2:25][C:26]([NH:28][CH:29]([CH:43]([CH3:44])[CH3:45])[C:30](=[O:35])[C:31]([F:34])([F:33])[F:32])=[O:27])[C:15]([CH3:24])=[C:16]([C:18]2[CH:23]=[CH:22][CH:21]=[CH:20][CH:19]=2)[CH:17]=1)=[O:10])[C:2]1[CH:3]=[CH:4][CH:5]=[CH:6][CH:7]=1 |f:2.3,4.5|. Reported procedure: Using a similar procedure to that described in Example 1.e., 2-(3-benzyloxycarbonylamino-6-methyl-2-oxo-5-phenyl-1,2-dihydro-1-pyridyl)-N-(2-tert-butyldimethylsilyloxy-3,3,3-trifluoro-1-isopropylpropyl)acetamide was converted into 2-(3-benzyloxycarbonylamino-6-methyl-2-oxo-5-phenyl-1,2-dihydro-1-pyridyl)-N-(3,3,3-trifluoro-2-hydroxy-1-isopropylpropyl)acetamide; chromatography solvent: chloroform:methanol (40:1); TLC: Rf =O.14, chloroform:ethyl acetate (20:1); MS: m/z=546(M+1).